From a dataset of the Open Reaction Database (ORD), a public repository of structured organic reaction records. describe an organic reaction: reactants, conditions, products, and yield The reactants are COc1ccc(CN2C(=O)CN(Cc3ccc(C(CCC(C)C)=NO)s3)S2(=O)=O)c(OC)c1, ClCCl, O=C(O)C(F)(F)F. Yields the product CC(C)CCC(=NO)c1ccc(CN2CC(=O)NS2(=O)=O)s1. Reaction SMILES: [CH3:1][O:2][c:3]1[cH:4][c:5]([O:28][CH3:29])[cH:30][cH:31][c:32]1[CH2:33][N:6]1[S:7](=[O:26])(=[O:27])[N:8]([CH2:12][c:13]2[s:14][c:15]([C:18]([CH2:19][CH2:20][CH:21]([CH3:22])[CH3:23])=[N:24][OH:25])[cH:16][cH:17]2)[CH2:9][C:10]1=[O:11].[Cl:41][CH2:42][Cl:43].[F:34][C:35]([F:36])([F:37])[C:38]([OH:39])=[O:40]>>[NH:6]1[S:7](=[O:26])(=[O:27])[N:8]([CH2:12][c:13]2[s:14][c:15]([C:18]([CH2:19][CH2:20][CH:21]([CH3:22])[CH3:23])=[N:24][OH:25])[cH:16][cH:17]2)[CH2:9][C:10]1=[O:11].